Dataset: the Open Reaction Database (ORD), a public repository of structured organic reaction records. Task: describe an organic reaction: reactants, conditions, products, and yield Yield: 89.0%. Procedure details: A solution of 4M hydrogen chloride in 1,4-dioxane (807 μL, 3.23 mmol) was added to tert-butyl 4-(methoxymethyl)piperidine-1-carboxylate (Intermediate 176, 74 mg, 0.323 mmol) and the mixture was stirred at room temperature for 18 h before being evaporated to dryness to provide the title compound (47.7 mg, 89%). Method B HPLC-MS: MH+ requires m/z=130 Found: m/z=130, Rt=0.24 min. RXN SMILES: [ClH:1].O1CCOCC1.[CH3:8][O:9][CH2:10][CH:11]1[CH2:16][CH2:15][N:14](C(OC(C)(C)C)=O)[CH2:13][CH2:12]1>>[ClH:1].[CH3:8][O:9][CH2:10][CH:11]1[CH2:16][CH2:15][NH:14][CH2:13][CH2:12]1 |f:3.4|. Reaction conditions: time 18 hour. The reactants are Cl (hydrogen chloride), O1CCOCC1 (1,4-dioxane), COCC1CCN(CC1)C(=O)OC(C)(C)C (tert-butyl 4-(methoxymethyl)piperidine-1-carboxylate), COCC1CCN(CC1)C(=O)OC(C)(C)C (tert-butyl 4-(methoxymethyl)piperidine-1-carboxylate). Yields the product Cl.COCC1CCNCC1 (4-(Methoxymethyl)piperidine hydrochloride). Reactants: C(CCC)N (N-butyl amine), ClC1=CC=2C3=C(N(C2C=C1)C=C(C)C1=CC=NC=C1)CCN(C3)C (8-Chloro-2-methyl-5-(2-pyridin-4-yl-propenyl)-2,3,4,5-tetrahydro-1H-pyrido[4,3-b]indole), CC(C)([O-])C.[Na+] (sodium tertbutoxide), 2-di-tertbutylphosphino-2′-4′-6′-triisopropylbiphenyl. The reagents and catalysts are C(C)(=O)[O-].[Pd+2].C(C)(=O)[O-] (palladium acetate). Reaction conditions: temperature 100 celsius. Product: C(CCC)NC1=CC=2C3=C(N(C2C=C1)\C=C(/C)\C1=CC=NC=C1)CCN(C3)C ((E)-N-butyl-2-methyl-5-(2-(pyridin-4-yl)prop-1-enyl)-2,3,4,5-tetrahydro-1H-pyrido[4,3-b]indol-8-amine). Isolated yield 99.2%. As a reaction SMILES: Cl[C:2]1[CH:10]=[CH:9][C:8]2[N:7]([CH:11]=[C:12]([C:14]3[CH:19]=[CH:18][N:17]=[CH:16][CH:15]=3)[CH3:13])[C:6]3[CH2:20][CH2:21][N:22]([CH3:24])[CH2:23][C:5]=3[C:4]=2[CH:3]=1.CC(C)([O-])C.[Na+].[CH2:31]([NH2:35])[CH2:32][CH2:33][CH3:34]>C([O-])(=O)C.[Pd+2].C([O-])(=O)C>[CH2:31]([NH:35][C:2]1[CH:10]=[CH:9][C:8]2[N:7](/[CH:11]=[C:12](/[C:14]3[CH:19]=[CH:18][N:17]=[CH:16][CH:15]=3)\[CH3:13])[C:6]3[CH2:20][CH2:21][N:22]([CH3:24])[CH2:23][C:5]=3[C:4]=2[CH:3]=1)[CH2:32][CH2:33][CH3:34] |f:1.2,4.5.6|. Procedure details: 8-Chloro-2-methyl-5-(2-pyridin-4-yl-propenyl)-2,3,4,5-tetrahydro-1H-pyrido[4,3-b]indole (0.100 g, 0.245 mmol), sodium tertbutoxide (0.283 g, 2.948 mmol), palladium acetate (0.010 g, 0.049 mmol) and 2-di-tertbutylphosphino-2′-4′-6′-triisopropylbiphenyl (0.031 g, 0.0735 mmol) were charged in a reaction bottle which were evacuated and back filled with nitrogen for 5 min. Dry toluene (2 mL) was added under nitrogen atmosphere. Finally, N-butyl amine (0.034 mL, 0.343 mmol) was added to the reaction m...